This data is from the Open Reaction Database (ORD), a public repository of structured organic reaction records. The task is: describe an organic reaction: reactants, conditions, products, and yield Starting materials: ClCCl, Cl, Cc1ccc(NC(=O)NCc2ccc3c(c2)CN(C2CCC(=O)NC2=O)C3=O)cc1OC(=O)CN1CCN(C(=O)OC(C)(C)C)CC1. The product is Cl, Cc1ccc(NC(=O)NCc2ccc3c(c2)CN(C2CCC(=O)NC2=O)C3=O)cc1OC(=O)CN. As a reaction SMILES: [CH2:49]([Cl:50])[Cl:51].[ClH:48].[O:1]=[C:2]1[NH:3][C:4](=[O:47])[CH2:5][CH2:6][CH:7]1[N:8]1[C:9](=[O:46])[c:10]2[cH:11][cH:12][c:13]([CH2:17][NH:18][C:19]([NH:20][c:21]3[cH:22][cH:23][c:24]([CH3:44])[c:25]([O:26][C:27]([CH2:28][N:29]4[CH2:30][CH2:31][N:32]([C:33]([O:34][C:35]([CH3:36])([CH3:37])[CH3:38])=[O:39])[CH2:40][CH2:41]4)=[O:42])[cH:43]3)=[O:45])[cH:14][c:15]2[CH2:16]1>>[ClH:48].[O:1]=[C:2]1[NH:3][C:4](=[O:47])[CH2:5][CH2:6][CH:7]1[N:8]1[C:9](=[O:46])[c:10]2[cH:11][cH:12][c:13]([CH2:17][NH:18][C:19]([NH:20][c:21]3[cH:22][cH:23][c:24]([CH3:44])[c:25]([O:26][C:27]([CH2:28][NH2:29])=[O:42])[cH:43]3)=[O:45])[cH:14][c:15]2[CH2:16]1. The reactants are C(C1=CC=CC=C1)(=O)N1N=C(C2=CC=CC=C12)COC(C(=O)NO)(C)C (2-[(1-benzoyl-1H-indazol-3-yl)methoxy]-N-hydroxy-2-methylpropanamide), C(C1=CC=CC=C1)N1N=C(C2=CC=CC=C12)COCCOC(C(=O)O)(C)C (2-{2-[(1-benzyl-1H-indazol-3-yl)methoxy]ethoxy}-2-methylpropanoic acid). Product: C(C1=CC=CC=C1)N1N=C(C2=CC=CC=C12)COCCOC(C(=O)NO)(C)C (2-{2-[(1-benzyl-1H-indazol-3-yl)methoxy]ethoxy}-N-hydroxy-2-methylpropanamide). As a reaction SMILES: C(N1C2C(=CC=CC=2)C(COC(C)(C)C([NH:23][OH:24])=O)=N1)(=O)C1C=CC=CC=1.[CH2:27]([N:34]1[C:42]2[C:37](=[CH:38][CH:39]=[CH:40][CH:41]=2)[C:36]([CH2:43][O:44][CH2:45][CH2:46][O:47][C:48]([CH3:53])([CH3:52])[C:49](O)=[O:50])=[N:35]1)[C:28]1[CH:33]=[CH:32][CH:31]=[CH:30][CH:29]=1>>[CH2:27]([N:34]1[C:42]2[C:37](=[CH:38][CH:39]=[CH:40][CH:41]=2)[C:36]([CH2:43][O:44][CH2:45][CH2:46][O:47][C:48]([CH3:53])([CH3:52])[C:49]([NH:23][OH:24])=[O:50])=[N:35]1)[C:28]1[CH:33]=[CH:32][CH:31]=[CH:30][CH:29]=1. Reported procedure: The product was obtained with the method described for the preparation of compound 34e), using 2-{2-[(1-benzyl-1H-indazol-3-yl)methoxy]ethoxy}-2-methylpropanoic acid as starting material. The product is OC(c1ccco1)c1ccccc1Cl. The reactants are [BH4-], CO, O=C(c1ccco1)c1ccccc1Cl, [Na+], [Na+], [OH-], O. Reaction SMILES: [BH4-:1].[CH3:19][OH:20].[Cl:3][c:4]1[c:5]([C:6](=[O:7])[c:8]2[o:9][cH:10][cH:11][cH:12]2)[cH:13][cH:14][cH:15][cH:16]1.[Na+:18].[Na+:2].[OH-:17].[OH2:21]>>[Cl:3][c:4]1[c:5]([CH:6]([OH:7])[c:8]2[o:9][cH:10][cH:11][cH:12]2)[cH:13][cH:14][cH:15][cH:16]1. The reactants are CSc1ccc(C(=O)Nc2ccccc2C(=O)Nc2ccc(Cl)cn2)c(OC2CCN(C(=O)OC(C)(C)C)CC2)c1, ClC(Cl)Cl, [Ca+2], [OH-], [OH-], O=C(OO)c1cccc(Cl)c1. Product: CC(C)(C)OC(=O)N1CCC(Oc2cc(S(C)(=O)=O)ccc2C(=O)Nc2ccccc2C(=O)Nc2ccc(Cl)cn2)CC1. Reaction SMILES: [C:1]([CH3:2])([CH3:3])([CH3:4])[O:5][C:6](=[O:7])[N:8]1[CH2:9][CH2:10][CH:11]([O:14][c:15]2[c:16]([C:17](=[O:18])[NH:19][c:20]3[c:21]([C:22](=[O:23])[NH:24][c:25]4[n:26][cH:27][c:28]([Cl:31])[cH:29][cH:30]4)[cH:32][cH:33][cH:34][cH:35]3)[cH:36][cH:37][c:38]([S:40][CH3:41])[cH:39]2)[CH2:12][CH2:13]1.[CH:56]([Cl:57])([Cl:58])[Cl:59].[Ca+2:54].[OH-:53].[OH-:55].[OH:42][O:43][C:44]([c:45]1[cH:46][c:47]([Cl:48])[cH:49][cH:50][cH:51]1)=[O:52]>>[C:1]([CH3:2])([CH3:3])([CH3:4])[O:5][C:6](=[O:7])[N:8]1[CH2:9][CH2:10][CH:11]([O:14][c:15]2[c:16]([C:17](=[O:18])[NH:19][c:20]3[c:21]([C:22](=[O:23])[NH:24][c:25]4[n:26][cH:27][c:28]([Cl:31])[cH:29][cH:30]4)[cH:32][cH:33][cH:34][cH:35]3)[cH:36][cH:37][c:38]([S:40]([CH3:41])(=[O:53])=[O:55])[cH:39]2)[CH2:12][CH2:13]1. Procedure details: In the same manner as in Referential Example 7, a reaction was conducted using 1-[4-bromo-2-(tert-butoxycarbonyl)benzoyl]-4-[(6-chloronaphthalen-2-yl)sulfonyl]piperazine and diethyl(4-pyridyl)borane as starting materials, whereby the title compound was obtained. The product is Cl.C(C)(C)(C)OC(=O)C1=C(C(=O)N2CCN(CC2)S(=O)(=O)C2=CC3=CC=C(C=C3C=C2)Cl)C=CC(=C1)C1=CC=NC=C1 (1-[2-tert-Butoxycarbonyl-4-(pyridin-4-yl)benzoyl]-4-[(6-chloronaphthalen-2-yl)sulfonyl]piperazine hydrochloride). RXN SMILES: Br[C:2]1[CH:29]=[CH:28][C:5]([C:6]([N:8]2[CH2:13][CH2:12][N:11]([S:14]([C:17]3[CH:26]=[CH:25][C:24]4[C:19](=[CH:20][CH:21]=[C:22]([Cl:27])[CH:23]=4)[CH:18]=3)(=[O:16])=[O:15])[CH2:10][CH2:9]2)=[O:7])=[C:4]([C:30]([O:32][C:33]([CH3:36])([CH3:35])[CH3:34])=[O:31])[CH:3]=1.C(B(CC)[C:40]1[CH:45]=[CH:44][N:43]=[CH:42][CH:41]=1)C>>[ClH:27].[C:33]([O:32][C:30]([C:4]1[CH:3]=[C:2]([C:40]2[CH:45]=[CH:44][N:43]=[CH:42][CH:41]=2)[CH:29]=[CH:28][C:5]=1[C:6]([N:8]1[CH2:9][CH2:10][N:11]([S:14]([C:17]2[CH:26]=[CH:25][C:24]3[C:19](=[CH:20][CH:21]=[C:22]([Cl:27])[CH:23]=3)[CH:18]=2)(=[O:16])=[O:15])[CH2:12][CH2:13]1)=[O:7])=[O:31])([CH3:36])([CH3:34])[CH3:35] |f:2.3|. The reactants are BrC1=CC(=C(C(=O)N2CCN(CC2)S(=O)(=O)C2=CC3=CC=C(C=C3C=C2)Cl)C=C1)C(=O)OC(C)(C)C (1-[4-bromo-2-(tert-butoxycarbonyl)benzoyl]-4-[(6-chloronaphthalen-2-yl)sulfonyl]piperazine), C(C)B(C1=CC=NC=C1)CC (diethyl(4-pyridyl)borane). Reactants: O=C1C(CN(C2=C(N1)C=C(C=C2)C)C(=O)C2=NC=CC=C2)NC(=O)OC(C)(C)C (2-Oxo-3-tert-butoxycarbonylamino-5-(2-pyridylcarbonyl)-8-methyl-1,3,4,5-tetrahydro-2H-1,5-benzodiazepine), Cl (hydrochloric acid), BrCC(=O)C1=C(C=CC=C1)C (2-bromo-2′-methylacetophenone), [OH-].[Na+] (sodium hydroxide). The reagents and catalysts are [Br-].C(CCC)[N+](CCCC)(CCCC)CCCC (tetra n-butylammonium bromide). The solvent is C1(=CC=CC=C1)C (toluene). Run at time 1 day. The product is C=1(C(=CC=CC1)C(=O)CN1C(C(CN(C2=C1C=C(C=C2)C)C(=O)C2=NC=CC=C2)NC(=O)OC(C)(C)C)=O)C (1-(2-toluoylmethyl)-2-oxo-3-tert-butoxycarbonylamino-5-(2-pyridylcarbonyl)-8-methyl-1,3,4,5-tetrahydro-2H-1,5-benzodiazepine). Isolated yield 53.9%. RXN SMILES: [O:1]=[C:2]1[NH:8][C:7]2[CH:9]=[C:10]([CH3:13])[CH:11]=[CH:12][C:6]=2[N:5]([C:14]([C:16]2[CH:21]=[CH:20][CH:19]=[CH:18][N:17]=2)=[O:15])[CH2:4][CH:3]1[NH:22][C:23]([O:25][C:26]([CH3:29])([CH3:28])[CH3:27])=[O:24].Br[CH2:31][C:32]([C:34]1[CH:39]=[CH:38][CH:37]=[CH:36][C:35]=1[CH3:40])=[O:33].[OH-].[Na+].Cl>C1(C)C=CC=CC=1.[Br-].C([N+](CCCC)(CCCC)CCCC)CCC>[C:35]1([CH3:40])[C:34]([C:32]([CH2:31][N:8]2[C:7]3[CH:9]=[C:10]([CH3:13])[CH:11]=[CH:12][C:6]=3[N:5]([C:14]([C:16]3[CH:21]=[CH:20][CH:19]=[CH:18][N:17]=3)=[O:15])[CH2:4][CH:3]([NH:22][C:23]([O:25][C:26]([CH3:29])([CH3:28])[CH3:27])=[O:24])[C:2]2=[O:1])=[O:33])=[CH:39][CH:38]=[CH:37][CH:36]=1 |f:2.3,6.7|. Reported procedure: 2-Oxo-3-tert-butoxycarbonylamino-5-(2-pyridylcarbonyl)-8-methyl-1,3,4,5-tetrahydro-2H-1,5-benzodiazepine (1.74 g) was suspended in toluene (24 ml), 2-bromo-2′-methylacetophenone (1.12 g), 1N aqueous sodium hydroxide (12 ml) and tetra n-butylammonium bromide (20 mg) were added, the mixture was stirred for one day at room temperature. The reaction mixture was weakly acidified with 1N hydrochloric acid, extracted with methylene chloride. The organic layer was washed with saturated aqueous sodium bi... Reactants: CC=1C(=NC=CC1)C=CC1=CC=C(C=C1)[N+](=O)[O-] (3-methyl-2-[2-(4-nitrophenyl)vinyl]pyridine), C(C)(=O)O (acetic acid), [H][H] (hydrogen). Reagents/catalysts: [Pd] (palladium on carbon). Run in C(C)O (ethanol), O1CCCC1 (tetrahydrofuran). Yields the product CC=1C(=NC=CC1)CCC1=CC=C(C=C1)N (3-methyl-2-[2-(4-aminophenyl)ethyl]pyridine). The yield is 91.4%. RXN SMILES: [CH3:1][C:2]1[C:3]([CH:8]=[CH:9][C:10]2[CH:15]=[CH:14][C:13]([N+:16]([O-])=O)=[CH:12][CH:11]=2)=[N:4][CH:5]=[CH:6][CH:7]=1.C(O)(=O)C.[H][H]>C(O)C.O1CCCC1.[Pd]>[CH3:1][C:2]1[C:3]([CH2:8][CH2:9][C:10]2[CH:11]=[CH:12][C:13]([NH2:16])=[CH:14][CH:15]=2)=[N:4][CH:5]=[CH:6][CH:7]=1. Procedure details: A mixture of 3-methyl-2-[2-(4-nitrophenyl)vinyl]pyridine (13.0 g) in ethanol (250 ml), tetrahydrofuran 250 ml) and acetic acid (13 ml) was hydrogenated over 10% palladium on carbon (3 g) under atmospheric pressure of hydrogen gas for 7 hours at ambient temperature. The catalyst was removed by filtration and the filtrate was evaporated in vacuo. The residue was dissolved in a mixture of ethyl acetate and water and the resultant solution was adjusted to pH 7.0 with aqueous 20% potassium carbonate.... Starting materials: FC(C(=O)NC1=C(C(=O)N)C=CC=C1)(C1=NC=C(C=N1)F)F (2-(2,2-difluoro-2-(5-fluoropyrimidin-2-yl)acetamido)benzamide), TEA, Cl[Si](C)(C)C (chlorotrimethylsilane). Run in ClCCCl (1,2-dichloroethane). Run at temperature 85 celsius. Yields the product FC(C1=NC2=CC=CC=C2C(=N1)O)(C1=NC=C(C=N1)F)F (2-(difluoro(5-fluoropyrimidin-2-yl)methyl)quinazolin-4-ol). The yield is 69.8%. Reaction SMILES: [F:1][C:2]([F:22])([C:15]1[N:20]=[CH:19][C:18]([F:21])=[CH:17][N:16]=1)[C:3]([NH:5][C:6]1[CH:14]=[CH:13][CH:12]=[CH:11][C:7]=1[C:8]([NH2:10])=[O:9])=O.Cl[Si](C)(C)C>ClCCCl>[F:1][C:2]([F:22])([C:15]1[N:20]=[CH:19][C:18]([F:21])=[CH:17][N:16]=1)[C:3]1[N:10]=[C:8]([OH:9])[C:7]2[C:6](=[CH:14][CH:13]=[CH:12][CH:11]=2)[N:5]=1. Procedure details: To 2-(2,2-difluoro-2-(5-fluoropyrimidin-2-yl)acetamido)benzamide (230 mg, 1.03 mmol) were added 1,2-dichloroethane (8 mL), TEA (5.75 mL, 41.2 mmol) and chlorotrimethylsilane (2 mL, 15.45 mmol) and the mixture was heated at 85° C. in a sealed vessel overnight. The mixture was allowed to cool and then was concentrated under reduced pressure. The residue was diluted with EtOAc and washed with saturated aq NaHCO3 and brine. The organic layer was dried over sodium sulfate and concentrated under reduc... The reactants are [N+](=O)([O-])C=1C(=NC=CC1)NCC1CCN(CC1)C1=CC=NC=C1 (3-nitro-N-[1-(4-pyridyl)piperidin-4-ylmethyl]pyridine-2-amine). The reagents and catalysts are [Pd] (palladium on carbon). The product is N1=CC=C(C=C1)N1CCC(CC1)CNC1=NC=CC=C1N (N2-[1-(4-pyridyl)piperidin-4-ylmethyl]-2,3-pyridine-diamine). Isolated yield 97.1%. RXN SMILES: [N+:1]([C:4]1[C:5]([NH:10][CH2:11][CH:12]2[CH2:17][CH2:16][N:15]([C:18]3[CH:23]=[CH:22][N:21]=[CH:20][CH:19]=3)[CH2:14][CH2:13]2)=[N:6][CH:7]=[CH:8][CH:9]=1)([O-])=O>[Pd]>[N:21]1[CH:22]=[CH:23][C:18]([N:15]2[CH2:16][CH2:17][CH:12]([CH2:11][NH:10][C:5]3[C:4]([NH2:1])=[CH:9][CH:8]=[CH:7][N:6]=3)[CH2:13][CH2:14]2)=[CH:19][CH:20]=1. Procedure details: Using a similar procedure to that described in Example 2, Part C, 3-nitro-N-[1-(4-pyridyl)piperidin-4-ylmethyl]pyridine-2-amine (340 mg, 1.09 mmol) and 10% palladium on carbon (200 mg) yielded 300 mg of the title compound, which was used without further purification. Product: CNC(=O)n1nc(Oc2ccc(C(F)(F)F)cc2[N+](=O)[O-])c(C)c1C. Starting materials: O=C([O-])[O-], Cc1[nH]nc(Oc2ccc(C(F)(F)F)cc2[N+](=O)[O-])c1C, CCOC(C)=O, CN=C=O, Cl, [K+], [K+]. Reaction SMILES: [C:1](=[O:2])([O-:3])[O-:4].[CH3:11][c:12]1[c:13]([O:18][c:19]2[c:20]([N+:29](=[O:30])[O-:31])[cH:21][c:22]([C:25]([F:26])([F:27])[F:28])[cH:23][cH:24]2)[n:14][nH:15][c:16]1[CH3:17].[CH3:33][CH2:34][O:35][C:36](=[O:37])[CH3:38].[CH3:7][N:8]=[C:9]=[O:10].[ClH:32].[K+:5].[K+:6]>>[CH3:7][NH:8][C:9](=[O:10])[n:15]1[n:14][c:13]([O:18][c:19]2[c:20]([N+:29](=[O:30])[O-:31])[cH:21][c:22]([C:25]([F:26])([F:27])[F:28])[cH:23][cH:24]2)[c:12]([CH3:11])[c:16]1[CH3:17].